Task: describe an organic reaction: reactants, conditions, products, and yield. Dataset: the Open Reaction Database (ORD), a public repository of structured organic reaction records Reactants: C(C)(C)(C)OC(=O)NC1(CCOCC1)CC(=O)OC (methyl 2-(4-(tert-butoxycarbonylamino)tetrahydro-2H-pyran-4-yl)acetate), [OH-].[K+] (potassium hydroxide). Run in C(C)O (ethanol), O (water). Reaction conditions: temperature 60 celsius. Yields the product C(C)(C)(C)OC(=O)NC1(CCOCC1)CC(=O)O (2-(4-(tert-Butoxycarbonylamino)tetrahydro-2H-pyran-4-yl)acetic acid). Isolated yield 88.8%. RXN SMILES: [C:1]([O:5][C:6]([NH:8][C:9]1([CH2:15][C:16]([O:18]C)=[O:17])[CH2:14][CH2:13][O:12][CH2:11][CH2:10]1)=[O:7])([CH3:4])([CH3:3])[CH3:2].[OH-].[K+]>C(O)C.O>[C:1]([O:5][C:6]([NH:8][C:9]1([CH2:15][C:16]([OH:18])=[O:17])[CH2:14][CH2:13][O:12][CH2:11][CH2:10]1)=[O:7])([CH3:4])([CH3:2])[CH3:3] |f:1.2|. Procedure: To a solution of methyl 2-(4-(tert-butoxycarbonylamino)tetrahydro-2H-pyran-4-yl)acetate (0.73 g, 2.67 mmol) in ethanol (5 mL) and water (2 mL) was added potassium hydroxide (0.3 g, 5.34 mmol) at room temperature. Upon completion of addition, the reaction mixture was heated at 60° C. for 4 hours and then partitioned between ethyl acetate (30 mL) and 1N HCl (10 mL). The ethyl acetate layer was separated, washed with brine (20 mL), dried over sodium sulfate and concentrated to yield the title compo...